This data is from the Open Reaction Database (ORD), a public repository of structured organic reaction records. The task is: describe an organic reaction: reactants, conditions, products, and yield Starting materials: CS(=O)C=1OC2=C(N1)C=CC(=C2)OC2=CC(=NC=C2)C(=O)NC (4-(2-(methylsulfinyl)benzo[d]oxazol-6-yloxy)-N-methylpyridine-2-carboxamide), C1(CCCCC1)CN (cyclohexylmethanamine), C1(CCCCC1)CNC=1OC2=C(N1)C=CC(=C2)OC2=CC(=NC=C2)C(=O)NC (4-(2-(cyclohexylmethylamino)benzo[d]oxazol-6-yloxy)-N-methylpyridine-2-carboxamide). Yields the product C1(CCCCC1)CNC=1OC2=C(N1)C=CC(=C2)OC2=CC(=NC=C2)C(=O)O (4-[2-(cyclohexylmethyl-amino)-benzooxazol-6-yloxy]-pyridine-2-carboxylic acid). Reaction SMILES: CS(C1OC2C=C(OC3C=CN=C(C(NC)=O)C=3)C=CC=2N=1)=[O:3].C1(CN)CCCCC1.[CH:32]1([CH2:38][NH:39][C:40]2[O:41][C:42]3[CH:48]=[C:47]([O:49][C:50]4[CH:55]=[CH:54][N:53]=[C:52]([C:56](NC)=[O:57])[CH:51]=4)[CH:46]=[CH:45][C:43]=3[N:44]=2)[CH2:37][CH2:36][CH2:35][CH2:34][CH2:33]1>>[CH:32]1([CH2:38][NH:39][C:40]2[O:41][C:42]3[CH:48]=[C:47]([O:49][C:50]4[CH:55]=[CH:54][N:53]=[C:52]([C:56]([OH:3])=[O:57])[CH:51]=4)[CH:46]=[CH:45][C:43]=3[N:44]=2)[CH2:33][CH2:34][CH2:35][CH2:36][CH2:37]1. Reported procedure: In Scheme 5, 4-(2-(methylsulfinyl)benzo[d]oxazol-6-yloxy)-N-methylpyridine-2-carboxamide is aminated with cyclohexylmethanamine. The resulting 4-(2-(cyclohexylmethylamino)benzo[d]oxazol-6-yloxy)-N-methylpyridine-2-carboxamide is then hydrolyzed to form 4-[2-(cyclohexylmethyl-amino)-benzooxazol-6-yloxy]-pyridine-2-carboxylic acid. 4-[2-(Cyclohexylmethyl-amino)-benzooxazol-6-yloxy]-pyridine-2-carboxylic acid then reacts with benzotriazol-1-yloxytris(dimethylamino)-phosphonium hexafluorophosphate, ... Yields the product C(CCC)[C@]12C(CC[C@H]2[C@H]2[C@H](CC1)C=1CC=C(CC1CC2)OC)=O (13β-n-butyl-3-methoxy-gona-2,5(10)-dien-17-one). RXN SMILES: [CH2:1]([C@:5]12[CH2:13][CH2:12][C@@H:11]3[C:14]4[CH2:15][CH:16]=[C:17]([O:22][CH3:23])[CH2:18][C:19]=4[CH2:20][CH2:21][C@H:10]3[C@@H:9]1[CH2:8][CH2:7][C@@H:6]2[OH:24])[CH2:2][CH2:3][CH3:4].CC(C)[O-].[Al+3].CC(C)[O-].CC(C)[O-].O.S([O-])([O-])(=O)=O.[Na+].[Na+]>C1(C)C=CC=CC=1>[CH2:1]([C@:5]12[CH2:13][CH2:12][C@@H:11]3[C:14]4[CH2:15][CH:16]=[C:17]([O:22][CH3:23])[CH2:18][C:19]=4[CH2:20][CH2:21][C@H:10]3[C@@H:9]1[CH2:8][CH2:7][C:6]2=[O:24])[CH2:2][CH2:3][CH3:4] |f:1.2.3.4,6.7.8|. Yield: 75.5%. Reactants: S(=O)(=O)([O-])[O-].[Na+].[Na+] (sodium sulphate), C(CCC)[C@]12[C@H](CC[C@H]2[C@H]2[C@H](CC1)C=1CC=C(CC1CC2)OC)O (13β-n-butyl-3-methoxy-gona-2,5(10)-dien-17β-ol), O (water), CC([O-])C.[Al+3].CC([O-])C.CC([O-])C (aluminium isopropoxide). Run in C1(=CC=CC=C1)C (toluene). Procedure details: Reflux 13β-n-butyl-3-methoxy-gona-2,5(10)-dien-17β-ol (8 g.) in toluene (450 cc.) containing cycloheanone (120 cc.) and aluminium isopropoxide (5 g.) under nitrogen for 4 hours. Cool, and add water (15 cc.) dropwise, followed by anhydrous sodium sulphate. Filter the mixture, wash the residue with ether and combine the filtrate and washings, dry and evaporate finally at 90°/1.05 mm. to give 13β-n-butyl-3-methoxy-gona-2,5(10)-dien-17-one (6.0 g.), m.p. 124°-128°, (from methanol); infrared absorpti... The reactants are BrC(Br)(Br)Br, CCCc1ccc(CCCO)cc1, ClCCl, [Na+], O=C([O-])O, c1ccc(P(c2ccccc2)c2ccccc2)cc1. Product: CCCc1ccc(CCCBr)cc1. As a reaction SMILES: [C:33]([Br:34])([Br:35])([Br:36])[Br:37].[CH2:1]([CH2:2][CH3:3])[c:4]1[cH:5][cH:6][c:7]([CH2:10][CH2:11][CH2:12][OH:13])[cH:8][cH:9]1.[CH2:43]([Cl:44])[Cl:45].[Na+:38].[OH:39][C:40](=[O:41])[O-:42].[c:14]1([P:15]([c:16]2[cH:17][cH:18][cH:19][cH:20][cH:21]2)[c:22]2[cH:23][cH:24][cH:25][cH:26][cH:27]2)[cH:28][cH:29][cH:30][cH:31][cH:32]1>>[CH2:1]([CH2:2][CH3:3])[c:4]1[cH:5][cH:6][c:7]([CH2:10][CH2:11][CH2:12][Br:34])[cH:8][cH:9]1. Starting materials: BrC1=CC=C(C=C1)I (1-bromo-4-iodobenzene), CNCC (N-methylethylamine), C1=CC=C2C(=C1)C=CC(=C2C3=C(C=CC4=CC=CC=C43)O)O (1,1′-bi-2-naphthol), P(=O)([O-])([O-])[O-].[K+].[K+].[K+] (tripotassium phosphate). Reaction conditions: temperature 70 celsius, time 2 day. Reagents/catalysts: [Cu]Br (copper(I) bromide). Run in CN(C=O)C (N,N-dimethylformamide). The yield is 68.7%. Product: C(C)N(C1=CC=C(C=C1)Br)C (N-ethyl-4-bromo-N-methylaniline). Procedure details: A mixture of 1-bromo-4-iodobenzene (2.0 g, 7.07 mmol), N-methylethylamine (3.0 ml, 35.3 mmol), copper(I) bromide (203 mg, 1.41 mmol), 1,1′-bi-2-naphthol (405 mg, 1.41 mmol), tripotassium phosphate (3.0 g, 14.1 mmol) and anhydrous N,N-dimethylformamide (20 ml) was stirred at 70° C. for 2 days. After cooling to room temperature, the mixture was filtered through a Celite pad, and the insoluble material was washed with ethyl acetate. The filtrate and washing solution were combined and washed with wa... RXN SMILES: [Br:1][C:2]1[CH:7]=[CH:6][C:5](I)=[CH:4][CH:3]=1.[CH3:9][NH:10][CH2:11][CH3:12].C1C=C2C=CC(O)=C(C3C4C(=CC=CC=4)C=CC=3O)C2=CC=1.P([O-])([O-])([O-])=O.[K+].[K+].[K+]>[Cu]Br.CN(C)C=O>[CH2:11]([N:10]([CH3:9])[C:5]1[CH:6]=[CH:7][C:2]([Br:1])=[CH:3][CH:4]=1)[CH3:12] |f:3.4.5.6|. Reactants: [H-], CI, [Na+], CN(C)C=O, Oc1ccc2c(c1)OCCO2. Product: COc1ccc2c(c1)OCCO2. Reaction SMILES: [H-:13].[I:14][CH3:15].[Na+:12].[O:16]=[CH:17][N:18]([CH3:19])[CH3:20].[O:1]1[CH2:2][CH2:3][O:4][c:5]2[c:6]1[cH:7][cH:8][c:9]([OH:11])[cH:10]2>>[O:1]1[CH2:2][CH2:3][O:4][c:5]2[c:6]1[cH:7][cH:8][c:9]([O:11][CH3:15])[cH:10]2. Reactants: COC=1C=C(CC2N(CCCC3=C2C=C(C(=C3)OC)OC)C(C(=O)O)C3=CC=CC=C3)C=CC1OC ([1-(3,4-dimethoxy-benzyl)-7,8-dimethoxy-1,3,4,5-tetrahydro-benzo[c]azepin-2-yl]-phenyl-acetic acid), C(CCC)N (n-butylamine). Yields the product C(CCC)NC(C(C1=CC=CC=C1)N1C(C2=C(CCC1)C=C(C(=C2)OC)OC)CC2=CC(=C(C=C2)OC)OC)=O (N-Butyl-2-[1-(3,4-dimethoxy-benzyl)-7,8-dimethoxy-1,3,4,5-tetrahydro-benzo[c]azepin-2-yl]-2-phenyl-acetamide). As a reaction SMILES: [CH3:1][O:2][C:3]1[CH:4]=[C:5]([CH:32]=[CH:33][C:34]=1[O:35][CH3:36])[CH2:6][CH:7]1[C:13]2[CH:14]=[C:15]([O:20][CH3:21])[C:16]([O:18][CH3:19])=[CH:17][C:12]=2[CH2:11][CH2:10][CH2:9][N:8]1[CH:22]([C:26]1[CH:31]=[CH:30][CH:29]=[CH:28][CH:27]=1)[C:23](O)=[O:24].[CH2:37]([NH2:41])[CH2:38][CH2:39][CH3:40]>>[CH2:37]([NH:41][C:23](=[O:24])[CH:22]([N:8]1[CH2:9][CH2:10][CH2:11][C:12]2[CH:17]=[C:16]([O:18][CH3:19])[C:15]([O:20][CH3:21])=[CH:14][C:13]=2[CH:7]1[CH2:6][C:5]1[CH:32]=[CH:33][C:34]([O:35][CH3:36])=[C:3]([O:2][CH3:1])[CH:4]=1)[C:26]1[CH:31]=[CH:30][CH:29]=[CH:28][CH:27]=1)[CH2:38][CH2:39][CH3:40]. Procedure: prepared by reaction of [1-(3,4-dimethoxy-benzyl)-7,8-dimethoxy-1,3,4,5-tetrahydro-benzo[c]azepin-2-yl]-phenyl-acetic acid with n-butylamine. The reactants are NC1=CC=C(C(=O)OC)C=C1 (Methyl 4-aminobenzoate), O1S(CCC1)(=O)=O ([1,2]oxathiolane 2,2-dioxide). The product is COC(C1=CC=C(C=C1)NCCCS(=O)(=O)O)=O (4-(3-sulfo-propylamino)-benzoic acid methyl ester). Isolated yield 70.9%. RXN SMILES: [NH2:1][C:2]1[CH:11]=[CH:10][C:5]([C:6]([O:8][CH3:9])=[O:7])=[CH:4][CH:3]=1.[O:12]1[CH2:16][CH2:15][CH2:14][S:13]1(=[O:18])=[O:17]>>[CH3:9][O:8][C:6](=[O:7])[C:5]1[CH:4]=[CH:3][C:2]([NH:1][CH2:16][CH2:15][CH2:14][S:13]([OH:18])(=[O:17])=[O:12])=[CH:11][CH:10]=1. Procedure: Methyl 4-aminobenzoate (1.34 g, 8.87 mmol) and [1,2]oxathiolane 2,2-dioxide (1.02 g, 8.36 mmol) were heated at 100–110° C for 1 h. The cooled residue was washed with 1N HCl and water and air-dried to give 4-(3-sulfo-propylamino)-benzoic acid methyl ester (1.62 g, yield: 71%). 1H NMR (DMSO-d6) δ 7.70 (d, J=8.7 Hz, 2H), 6.65 (d, J=8.7 Hz, 2H), 5.88 (br, s, NH+SO3H), 3.19 (t, J=7.0 Hz, 2H), 2.63 (t, J=7.3 Hz, 2H), 1.87 (quint, J=7.0 Hz, 2H). LC/MS (ESI) 256.22 (M+H)+, tR=2.21 min (10–90% MeOH in H2...